This data is from the Open Reaction Database (ORD), a public repository of structured organic reaction records. The task is: describe an organic reaction: reactants, conditions, products, and yield The reactants are solution, Cl (hydrogen chloride), C1(CC1)N1C(COC2(C1)CCN(CC2)C(=O)OC(C)(C)C)=O (1,1-Dimethylethyl 4-cyclopropyl-3-oxo-1-oxa-4,9-diazaspiro[5.5]undecane-9-carboxylate). Run in O1CCOCC1 (dioxane), C(C)O (ethanol). Reaction conditions: time 8 hour. Product: Cl.C1(CC1)N1C(COC2(C1)CCNCC2)=O (4-cyclopropyl-1-oxa-4,9-diazaspiro[5.5]undecan-3-one hydrochloride). Yield: 58.0%. As a reaction SMILES: [CH:1]1([N:4]2[CH2:9][C:8]3([CH2:14][CH2:13][N:12](C(OC(C)(C)C)=O)[CH2:11][CH2:10]3)[O:7][CH2:6][C:5]2=[O:22])[CH2:3][CH2:2]1.[ClH:23]>C(O)C.O1CCOCC1>[ClH:23].[CH:1]1([N:4]2[CH2:9][C:8]3([CH2:10][CH2:11][NH:12][CH2:13][CH2:14]3)[O:7][CH2:6][C:5]2=[O:22])[CH2:3][CH2:2]1 |f:4.5|. Reported procedure: 1,1-Dimethylethyl 4-cyclopropyl-3-oxo-1-oxa-4,9-diazaspiro[5.5]undecane-9-carboxylate was dissolved in ethanol (300 mL) and cooled over an ice bath. A 4M solution of hydrogen chloride in dioxane (300 mL) was added, such that the temperature remained low. The ice bath was removed and the mixture was stirred at ambient temperature overnight. The solid was collected, washed with a little ethanol and diethyl ether to give the title product (47.1 g, 58%). The mother liquors were treated with diethyl ...